This data is from the Open Reaction Database (ORD), a public repository of structured organic reaction records. The task is: describe an organic reaction: reactants, conditions, products, and yield Reactants: FC[C@@H](C)C1=CC=C(C=C1)S(=O)(=O)Cl (4-((S)-2-fluoro-1-methyl-ethyl)-benzenesulfonyl chloride), C1(=CC=CC=C1)C(CO)C (2-phenyl-1-propanol). The product is FCC(C)C1=CC=C(C=C1)S(=O)(=O)Cl (4-(2-Fluoro-1-methyl-ethyl)-benzenesulfonyl Chloride). As a reaction SMILES: [F:1][CH2:2][C@H:3]([C:5]1[CH:10]=[CH:9][C:8]([S:11]([Cl:14])(=[O:13])=[O:12])=[CH:7][CH:6]=1)[CH3:4].C1(C(C)CO)C=CC=CC=1>>[F:1][CH2:2][CH:3]([C:5]1[CH:6]=[CH:7][C:8]([S:11]([Cl:14])(=[O:12])=[O:13])=[CH:9][CH:10]=1)[CH3:4]. Reported procedure: Following the procedures analogous to that used for the preparation of 4-((S)-2-fluoro-1-methyl-ethyl)-benzenesulfonyl chloride, but starting with 2-phenyl-1-propanol in step a.3.g.1, the title compound was prepared.